From a dataset of the Open Reaction Database (ORD), a public repository of structured organic reaction records. describe an organic reaction: reactants, conditions, products, and yield Starting materials: [N+](=O)([O-])C=1C=NC=C(C(=O)Cl)C1 (5-nitronicotinic acid chloride), [H-].[Na+] (NaH), oil, C(C)(=O)N (acetamide). Run in CN(C=O)C (dimethylformamide). Run at time 2 hour. The product is C(C)(=O)NC(C1=CN=CC(=C1)[N+](=O)[O-])=O (N-acetyl 5-nitronicotinamide). Isolated yield 6.8%. As a reaction SMILES: [C:1]([NH2:4])(=[O:3])[CH3:2].[H-].[Na+].[N+:7]([C:10]1[CH:11]=[N:12][CH:13]=[C:14]([CH:18]=1)[C:15](Cl)=[O:16])([O-:9])=[O:8]>CN(C)C=O>[C:1]([NH:4][C:15](=[O:16])[C:14]1[CH:18]=[C:10]([N+:7]([O-:9])=[O:8])[CH:11]=[N:12][CH:13]=1)(=[O:3])[CH3:2] |f:1.2|. Procedure: In 10 ml of dimethylformamide was dissolved 0.29 g of acetamide, and to this solution was added 0.24 g of NaH (mineral oil 50%). The mixture was then stirred at room temperature for 2 hours. To the mixture was added 0.93 g of 5-nitronicotinic acid chloride, and this was stirred overnight at room temperature. The solvent was evaporated under reduced pressure. The obtained residue was, after addition of water, extracted with ethyl acetate. The extract was dried over sodium sulfate and evaporated t... Procedure details: Bromine, Br2 (63.9 g) in 50 ml of dichloromethane was added dropwise to a solution of 4-chloro-6-nitrophenol (34.7 g) in 300 ml of dichloromethane. After the addition was completed, the mixture was stirred at room temperature for 30 min. Pyridine (19.0 g, 240 mmol) in 50 ml of dichloromethane was added. This mixture was stirred at room temperature for 2 hours and a white precipitate was formed. The reaction mixture was quenched with 200 ml of water and the white precipitate was dissolved. The or... Run in ClCCl (dichloromethane), ClCCl (dichloromethane), ClCCl (dichloromethane). Reactants: N1=CC=CC=C1 (Pyridine), BrBr (Bromine), BrBr (Br2), ClC1=CC=C(C(=C1)[N+](=O)[O-])O (4-chloro-6-nitrophenol). Yields the product [N+](=O)([O-])C1=C(C(=CC(=C1)Cl)Br)O (2-nitro-4-chloro-6-bromophenol). The yield is 82.0%. Run at time 30 minute. Reaction SMILES: [Br:1]Br.[Cl:3][C:4]1[CH:9]=[C:8]([N+:10]([O-:12])=[O:11])[C:7]([OH:13])=[CH:6][CH:5]=1.N1C=CC=CC=1>ClCCl>[N+:10]([C:8]1[CH:9]=[C:4]([Cl:3])[CH:5]=[C:6]([Br:1])[C:7]=1[OH:13])([O-:12])=[O:11]. Reactants: [Al+3], ClCCCl, CC(=O)Cl, CC1(C)CSc2ccccc2SC1, [Cl-], [Cl-], [Cl-]. Product: CC(=O)c1ccc2c(c1)SCC(C)(C)CS2. Reaction SMILES: [Al+3:19].[CH2:22]([Cl:23])[CH2:24][Cl:25].[CH3:14][C:15]([Cl:16])=[O:17].[CH3:1][C:2]1([CH3:13])[CH2:3][S:4][c:5]2[c:6]([cH:9][cH:10][cH:11][cH:12]2)[S:7][CH2:8]1.[Cl-:18].[Cl-:20].[Cl-:21]>>[CH3:1][C:2]1([CH3:13])[CH2:3][S:4][c:5]2[c:6]([cH:9][c:10]([C:15]([CH3:14])=[O:17])[cH:11][cH:12]2)[S:7][CH2:8]1. Starting materials: CCCN(CCC)C1Cc2c(Br)ccc3c2C(C1)CN3C(=O)c1ccccc1, [Li]CCCC, CCCCCC, Cl, C1CCOC1. The product is CCCN(CCC)C1Cc2c(Br)ccc3c2C(CN3)C1. As a reaction SMILES: [C:1](=[O:2])([c:3]1[cH:4][cH:5][cH:6][cH:7][cH:8]1)[N:9]1[CH2:10][CH:11]2[c:12]3[c:13]([c:14]([Br:18])[cH:15][cH:16][c:17]31)[CH2:19][CH:20]([N:22]([CH2:23][CH2:24][CH3:25])[CH2:26][CH2:27][CH3:28])[CH2:21]2.[CH2:29]([Li:30])[CH2:31][CH2:32][CH3:33].[CH3:40][CH2:41][CH2:42][CH2:43][CH2:44][CH3:45].[ClH:34].[O:35]1[CH2:36][CH2:37][CH2:38][CH2:39]1>>[NH:9]1[CH2:10][CH:11]2[c:12]3[c:13]([c:14]([Br:18])[cH:15][cH:16][c:17]31)[CH2:19][CH:20]([N:22]([CH2:23][CH2:24][CH3:25])[CH2:26][CH2:27][CH3:28])[CH2:21]2. Starting materials: COC1=CC=C(C=C1)[C@@H]1SC2=C(N(C([C@@H]1O)=O)CCNC)C=CC=C2 ((+)-cis-2-(4-methoxyphenyl)-3-hydroxy-5-[2-(methylamino)ethyl]-2,3-dihydro-1,5-benzothiazepin-4(5H)-one), C(Cl)Cl (methylene chloride), COC=1C=C(CCCl)C=CC1 (3-methoxyphenethyl chloride), [I-].[Na+] (sodium iodide). Solvent: C(C)N(CC)CC (triethylamine). Conditions: time 48 hour. Product: COC1=CC=C(C=C1)[C@@H]1SC2=C(N(C([C@@H]1O)=O)CCN(CCC1=CC(=CC=C1)OC)C)C=CC=C2 ((+)-cis-2-(4-methoxyphenyl)-3-hydroxy-5-{2-[N-methyl-N-(3-methoxyphenethyl)amino]ethyl}-2,3-dihydro-1,5-benzothiazepin-4(5H)-one). The yield is 43.3%. RXN SMILES: [CH3:1][O:2][C:3]1[CH:8]=[CH:7][C:6]([C@H:9]2[C@@H:15]([OH:16])[C:14](=[O:17])[N:13]([CH2:18][CH2:19][NH:20][CH3:21])[C:12]3[CH:22]=[CH:23][CH:24]=[CH:25][C:11]=3[S:10]2)=[CH:5][CH:4]=1.C(Cl)Cl.[CH3:29][O:30][C:31]1[CH:32]=[C:33]([CH:37]=[CH:38][CH:39]=1)[CH2:34][CH2:35]Cl.[I-].[Na+]>C(N(CC)CC)C>[CH3:1][O:2][C:3]1[CH:4]=[CH:5][C:6]([C@H:9]2[C@@H:15]([OH:16])[C:14](=[O:17])[N:13]([CH2:18][CH2:19][N:20]([CH3:21])[CH2:35][CH2:34][C:33]3[CH:37]=[CH:38][CH:39]=[C:31]([O:30][CH3:29])[CH:32]=3)[C:12]3[CH:22]=[CH:23][CH:24]=[CH:25][C:11]=3[S:10]2)=[CH:7][CH:8]=1 |f:3.4|. Reported procedure: A mixture of (+)-cis-2-(4-methoxyphenyl)-3-hydroxy-5-[2-(methylamino)ethyl]-2,3-dihydro-1,5-benzothiazepin-4(5H)-one (1.07 g), methylene chloride (20 ml), 3-methoxyphenethyl chloride (500 mg), triethylamine (313 mg) and sodium iodide (30 mg) is stirred at room temperature for 48 hours. After the completion of the reaction, the solvent is distilled off, and the resulting residue is purified by silica gel column chromatography (eluent; chloroform: ethanol=15:1) to give (+)-cis-2-(4-methoxyphenyl)-... Starting materials: C(C)(=O)SC1=C(C(=O)N(CC(=O)O)C2CCCC2)C=CC=C1C (N-(2-acetylthio-3-methylbenzoyl)-N-cyclopentylglycine). Solvent: N (ammonia). Run at time 3 hour. The product is SC1=C(C(=O)N(CC(=O)O)C2CCCC2)C=CC=C1C (N-(2-Mercapto-3-methylbenzoyl)-N-cyclopentylglycine). Reaction SMILES: C([S:4][C:5]1[C:22]([CH3:23])=[CH:21][CH:20]=[CH:19][C:6]=1[C:7]([N:9]([CH:14]1[CH2:18][CH2:17][CH2:16][CH2:15]1)[CH2:10][C:11]([OH:13])=[O:12])=[O:8])(=O)C>N>[SH:4][C:5]1[C:22]([CH3:23])=[CH:21][CH:20]=[CH:19][C:6]=1[C:7]([N:9]([CH:14]1[CH2:18][CH2:17][CH2:16][CH2:15]1)[CH2:10][C:11]([OH:13])=[O:12])=[O:8]. Reported procedure: To a chilled solution of methanolic ammonia (30 ml) was added 2.6 g (0.0078 mole) of N-(2-acetylthio-3-methylbenzoyl)-N-cyclopentylglycine. The reaction was covered with a nitrogen atmosphere and stirred three hours while warming slowly from 0° C. to room temperature. Starting materials: NC[C@@H]1N(CCN(C1)S(=O)(=O)C=1SC=CC1)C1=CC=C(C=C1)C(C(F)(F)F)(C)O (2-(4-((2S)-2-(aminomethyl)-4-(2-thiophenylsulfonyl)-1-piperazinyl)phenyl)-1,1,1-trifluoro-2-propanol), C1(CCC1)=O (cyclobutanone), C[Si](C#N)(C)C (trimethylsilanecarbonitrile). The solvent is ClCCCl (1,2-dichloroethane). Reaction conditions: time 20 minute. Yields the product S1C(=CC=C1)S(=O)(=O)N1C[C@@H](N(CC1)C1=CC=C(C=C1)C(C(F)(F)F)(C)O)CNC1(CCC1)C#N (1-((((2S)-4-(2-thiophenylsulfonyl)-1-(4-(2,2,2-trifluoro-1-hydroxy-1-methylethyl)phenyl)-2-piperazinyl)methyl)amino)cyclobutanecarbonitrile). The yield is 83.6%. RXN SMILES: [NH2:1][CH2:2][C@H:3]1[CH2:8][N:7]([S:9]([C:12]2[S:13][CH:14]=[CH:15][CH:16]=2)(=[O:11])=[O:10])[CH2:6][CH2:5][N:4]1[C:17]1[CH:22]=[CH:21][C:20]([C:23]([OH:29])([CH3:28])[C:24]([F:27])([F:26])[F:25])=[CH:19][CH:18]=1.[C:30]1(=O)[CH2:33][CH2:32][CH2:31]1.C[Si](C)(C)[C:37]#[N:38]>ClCCCl>[S:13]1[CH:14]=[CH:15][CH:16]=[C:12]1[S:9]([N:7]1[CH2:6][CH2:5][N:4]([C:17]2[CH:18]=[CH:19][C:20]([C:23]([OH:29])([CH3:28])[C:24]([F:26])([F:27])[F:25])=[CH:21][CH:22]=2)[C@@H:3]([CH2:2][NH:1][C:30]2([C:37]#[N:38])[CH2:33][CH2:32][CH2:31]2)[CH2:8]1)(=[O:10])=[O:11]. Procedure details: A 5-mL vial was charged with 2-(4-((2S)-2-(aminomethyl)-4-(2-thiophenylsulfonyl)-1-piperazinyl)phenyl)-1,1,1-trifluoro-2-propanol (0.202 g, 0.448 mmol, Example 192, Step 2), cyclobutanone (0.0364 g, 0.519 mmol, Alfa Aesar, Ward Hill, Mass.) and 1,2-dichloroethane (2.5 mL). The solution was stirred at room temperature for 20 min then trimethylsilanecarbonitrile (0.120 mL, 0.959 mmol, Sigma-Aldrich, St. Louis, Mo.) was added. After stirring at room temperature for 12 h, the material was purified b... Reactants: [Br-], CC(C)(C)[Si](C)(C)Oc1cccc(Br)c1, O=C1CCCC(=O)O1, C1CCOC1, CCOC(C)=O, [Mg]. Product: CC(C)(C)[Si](C)(C)Oc1cccc(C(=O)CCCC(=O)O)c1. RXN SMILES: [Br-:17].[Br:2][c:3]1[cH:4][c:5]([O:6][Si:7]([CH3:8])([CH3:9])[C:10]([CH3:11])([CH3:12])[CH3:13])[cH:14][cH:15][cH:16]1.[C:18]1(=[O:25])[CH2:19][CH2:20][CH2:21][C:22](=[O:23])[O:24]1.[CH2:26]1[O:27][CH2:28][CH2:29][CH2:30]1.[CH3:31][CH2:32][O:33][C:34]([CH3:35])=[O:36].[Mg:1]>>[c:3]1([C:18]([CH2:19][CH2:20][CH2:21][C:22](=[O:23])[OH:24])=[O:25])[cH:4][c:5]([O:6][Si:7]([CH3:8])([CH3:9])[C:10]([CH3:11])([CH3:12])[CH3:13])[cH:14][cH:15][cH:16]1.